From a dataset of the Open Reaction Database (ORD), a public repository of structured organic reaction records. describe an organic reaction: reactants, conditions, products, and yield Reactants: C(=O)(OCC1=CC=CC=C1)NCCC(=O)NCCS(=O)(=O)O (N-carbobenzoxy-β-alanyl-taurine), Br (HBr). Run in CC(=O)O (AcOH), CC(=O)O (AcOH). Conditions: temperature 40 celsius. Yields the product NCCC(=O)NCCS(=O)(=O)O (β-alanyl-taurine). The yield is 87.4%. RXN SMILES: C([NH:11][CH2:12][CH2:13][C:14]([NH:16][CH2:17][CH2:18][S:19]([OH:22])(=[O:21])=[O:20])=[O:15])(OCC1C=CC=CC=1)=O.Br>CC(O)=O>[NH2:11][CH2:12][CH2:13][C:14]([NH:16][CH2:17][CH2:18][S:19]([OH:22])(=[O:20])=[O:21])=[O:15]. Procedure details: N-carbobenzoxy-β-alanyl-taurine (1.00 g, 3.4 mmol) was slurried in 23 ml glacial AcOH. To the mixture was added 3.4 mL HBr in AcOH (30 wt %) to result in a clear solution. The reaction was heated to 40° C. and allowed to mix overnight. The product precipitated out of solution and acetonitrile was added to force the precipitation. The mixture was filtered, the filter cake washed and the product collected. The crude Br salt was loaded onto an ion exchange column (Dowex AG1-XB8). The column was elu... Starting materials: C(C)OP(=O)(OCC)CC(=O)OCC (Ethyl diethylphosphonoacetate), [OH-].[Na+] (sodium hydroxide). The solvent is C(C)O (ethanol). The product is C(C)OP(=O)(OCC)CC(=O)O (Diethylphosphonoacetic acid). RXN SMILES: [CH2:1]([O:3][P:4]([CH2:9][C:10]([O:12]CC)=[O:11])([O:6][CH2:7][CH3:8])=[O:5])[CH3:2].[OH-].[Na+]>C(O)C>[CH2:7]([O:6][P:4]([CH2:9][C:10]([OH:12])=[O:11])([O:3][CH2:1][CH3:2])=[O:5])[CH3:8] |f:1.2|. Procedure: Ethyl diethylphosphonoacetate (100 g, 446 mmol) was dissolved in ethanol (275 ml), and after adding dropwise a 2 mol/l aqueous sodium hydroxide solution (275 ml, 550 mmol) while stirring and cooling with ice, it was stirred at room temperature for 1 hour. The reaction solution was then concentrated under a reduced pressure, and the concentrate was made acidic by concentrated hydrochloric acid while cooling with ice. Extractions into ethyl acetate (200 ml×4), chloroform (100 ml×2) and 5% methanol...